This data is from the Open Reaction Database (ORD), a public repository of structured organic reaction records. The task is: describe an organic reaction: reactants, conditions, products, and yield The reactants are BrC1=C(C=C(C=C1)Cl)O (2-Bromo-5-chlorophenol), BrC(C(=O)N(C)C)C (2-bromo-N,N-dimethylpropionamide), C([O-])([O-])=O.[K+].[K+] (potassium carbonate). Run in C(C(C)C)C(=O)C (methyl iso-butyl ketone). Conditions: time 8 hour. Product: BrC1=C(OC(C(=O)N(C)C)C)C=C(C=C1)Cl (2-(2-Bromo-5-chlorophenoxy)-N,N-dimethylpropionamide). RXN SMILES: [Br:1][C:2]1[CH:7]=[CH:6][C:5]([Cl:8])=[CH:4][C:3]=1[OH:9].Br[CH:11]([CH3:17])[C:12]([N:14]([CH3:16])[CH3:15])=[O:13].C(=O)([O-])[O-].[K+].[K+]>C(C(C)=O)C(C)C>[Br:1][C:2]1[CH:7]=[CH:6][C:5]([Cl:8])=[CH:4][C:3]=1[O:9][CH:11]([CH3:17])[C:12]([N:14]([CH3:16])[CH3:15])=[O:13] |f:2.3.4|. Procedure: 2-Bromo-5-chlorophenol (8 g), 2-bromo-N,N-dimethylpropionamide (6.66 g) and anhydrous potassium carbonate (2.6 g) in methyl iso-butyl ketone (100 ml) were refluxed with stirring overnight. The mixture was cooled to 50° and washed with 5% sodium hydroxide (2×20 ml) and then water (2×50 ml). The organic solution was dried and evaporated under reduced pressure to yield a pale red oil, which solidified on cooling. Recrystallisation from 50% aqueous ethanol gave the title compound, m.p. 76°-77°. Comp... Starting materials: CC(C)(C)[Si](OC1CCC2(CC(N(C2)C(=O)OCC2=CC=CC=C2)C(=O)OCC)CC1)(C)C (3-ethyl 2-(phenylmethyl) 8-{[(1,1-dimethylethyl)(dimethyl)silyl]oxy}-2-azaspiro[4.5]decane-2,3-dicarboxylate), C(C)(=O)O (acetic acid), solution, C1=CC=NC=C1.F (HF-pyridine), C(=O)(O)[O-].[Na+] (NaHCO3), C([O-])([O-])=O.[K+].[K+] (potassium carbonate), CCCC[N+](CCCC)(CCCC)CCCC.[F-] (TBAF). Solvent: C1CCOC1 (THF), C1CCOC1 (THF). Conditions: time 72 hour. The product is OC1CCC2(CC(N(C2)C(=O)OCC2=CC=CC=C2)C(=O)OCC)CC1 (3-ethyl 2-(phenylmethyl) 8-hydroxy-2-azaspiro[4.5]decane-2,3-dicarboxylate). Reaction SMILES: CC([Si](C)(C)[O:6][CH:7]1[CH2:31][CH2:30][C:10]2([CH2:14][N:13]([C:15]([O:17][CH2:18][C:19]3[CH:24]=[CH:23][CH:22]=[CH:21][CH:20]=3)=[O:16])[CH:12]([C:25]([O:27][CH2:28][CH3:29])=[O:26])[CH2:11]2)[CH2:9][CH2:8]1)(C)C.C(O)(=O)C.CCCC[N+](CCCC)(CCCC)CCCC.[F-].C1C=CN=CC=1.F.C([O-])(O)=O.[Na+].C(=O)([O-])[O-].[K+].[K+]>C1COCC1>[OH:6][CH:7]1[CH2:8][CH2:9][C:10]2([CH2:14][N:13]([C:15]([O:17][CH2:18][C:19]3[CH:24]=[CH:23][CH:22]=[CH:21][CH:20]=3)=[O:16])[CH:12]([C:25]([O:27][CH2:28][CH3:29])=[O:26])[CH2:11]2)[CH2:30][CH2:31]1 |f:2.3,4.5,6.7,8.9.10|. Procedure: To a solution of 3-ethyl 2-(phenylmethyl) 8-{[(1,1-dimethylethyl)(dimethyl)silyl]oxy}-2-azaspiro[4.5]decane-2,3-dicarboxylate (111) (5.73 g, 12.05 mmol) in THF (60 mL) was added glacial acetic acid (1.38 mL, 24.0 mmol) followed by TBAF (24 mL) as a 1 M solution in THF. The reaction was stirred at room temperature for 72 h. The reaction was partitioned between EtOAc and water (250 mL) each, the organic layer was separated and washed with saturated NaHCO3 (100 mL) and dried (MgSO4) and concentrate... Yields the product C(C=C)SCC1=CC(NC2=CC=C(C=C12)C1=C(C=CC=C1)C)(C)C (4-allylsulfanylmethyl-2,2-dimethyl-6-o-tolyl-1,2-dihydroquinoline). Reaction SMILES: [CH3:1][C:2]1([CH3:21])[CH:11]=[C:10]([CH3:12])[C:9]2[C:4](=[CH:5][CH:6]=[C:7](OS(C(F)(F)F)(=O)=O)[CH:8]=2)[NH:3]1.[CH3:22][C:23]1[CH:28]=[CH:27][CH:26]=[CH:25][C:24]=1B(O)O.[CH2:32]([SH:35])[CH:33]=[CH2:34]>>[CH2:32]([S:35][CH2:12][C:10]1[C:9]2[C:4](=[CH:5][CH:6]=[C:7]([C:24]3[CH:25]=[CH:26][CH:27]=[CH:28][C:23]=3[CH3:22])[CH:8]=2)[NH:3][C:2]([CH3:1])([CH3:21])[CH:11]=1)[CH:33]=[CH2:34]. The reactants are CC1(NC2=CC=C(C=C2C(=C1)C)OS(=O)(=O)C(F)(F)F)C (Trifluoromethanesulfonic acid 2,2,4-trimethyl-1,2-dihydroquinolin-6-yl ester), CC1=C(C=CC=C1)B(O)O (2-methylphenyl boronic acid), C(C=C)S (allyl mercaptan). Procedure details: Trifluoromethanesulfonic acid 2,2,4-trimethyl-1,2-dihydroquinolin-6-yl ester was coupled with 2-methylphenyl boronic acid. Bromination and coupling reaction with allyl mercaptan gave 35 mg of 4-allylsulfanylmethyl-2,2-dimethyl-6-o-tolyl-1,2-dihydroquinoline. Reactants: CCCc1nc2cnc3cc(Oc4ccc([N+](=O)[O-])cc4)ccc3c2n1CC(C)C, ClC(Cl)Cl, ClCCl, [NH4+], [OH-], O=C(OO)c1cccc(Cl)c1. Yields the product CCCc1nc2c(N)nc3cc(Oc4ccc([N+](=O)[O-])cc4)ccc3c2n1CC(C)C. As a reaction SMILES: [CH3:12][CH:13]([CH2:14][n:15]1[c:16]([CH2:38][CH2:39][CH3:40])[n:17][c:18]2[cH:19][n:20][c:21]3[cH:22][c:23]([O:28][c:29]4[cH:30][cH:31][c:32]([N+:35](=[O:36])[O-:37])[cH:33][cH:34]4)[cH:24][cH:25][c:26]3[c:27]12)[CH3:41].[CH:44]([Cl:45])([Cl:46])[Cl:47].[Cl:48][CH2:49][Cl:50].[NH4+:42].[OH-:43].[OH:1][O:2][C:3]([c:4]1[cH:5][c:6]([Cl:7])[cH:8][cH:9][cH:10]1)=[O:11]>>[CH3:12][CH:13]([CH2:14][n:15]1[c:16]([CH2:38][CH2:39][CH3:40])[n:17][c:18]2[c:19]([NH2:42])[n:20][c:21]3[cH:22][c:23]([O:28][c:29]4[cH:30][cH:31][c:32]([N+:35](=[O:36])[O-:37])[cH:33][cH:34]4)[cH:24][cH:25][c:26]3[c:27]12)[CH3:41].